The task is: describe an organic reaction: reactants, conditions, products, and yield. This data is from the Open Reaction Database (ORD), a public repository of structured organic reaction records. Starting materials: CN(C1CCC2=C1C=C1C(NC(=NC1=C2)C)=O)C=2C=CC(=NC2)C(=O)OC2=C(C(=C(C(=C2F)F)F)F)F (Pentafluorophenyl 5-[N-methyl-N-((6RS)-2-methyl-4-oxo-3,4,7,8-tetrahydro-6H-cyclopenta[g]quinazolin-6-yl)amino]pyridine-2-carboxylate), 5-[N-((6RS)-2-methyl-4-oxo-3,4,7,8-tetrahydro-6H-cyclopenta[g]quinazolin-6-yl)-N-(prop-2-ynyl)]pyridine-2-carboxylic acid, FC(C(=O)OC1=C(C(=C(C(=C1F)F)F)F)F)(F)F (pentafluorophenyl trifluoroacetate). The product is CC1=NC2=CC3=C(C=C2C(N1)=O)C(CC3)N(CC#C)C=3C=CC(=NC3)C(=O)OC3=C(C(=C(C(=C3F)F)F)F)F (pentafluorophenyl 5-[N-((6RS)-2-methyl-4-oxo-3,4,7,8-tetrahydro-6H-cyclopenta[g]quinazolin-6-yl)-N-(prop-2-ynyl)amino]-pyridine-2-carboxylate). As a reaction SMILES: [CH3:1][N:2]([C:18]1[CH:19]=[CH:20][C:21]([C:24]([O:26][C:27]2[C:32]([F:33])=[C:31]([F:34])[C:30]([F:35])=[C:29]([F:36])[C:28]=2[F:37])=[O:25])=[N:22][CH:23]=1)[CH:3]1[C:7]2[CH:8]=[C:9]3[C:14](=[CH:15][C:6]=2[CH2:5][CH2:4]1)[N:13]=[C:12]([CH3:16])[NH:11][C:10]3=[O:17].F[C:39](F)(F)[C:40](OC1C(F)=C(F)C(F)=C(F)C=1F)=O>>[CH3:16][C:12]1[NH:11][C:10](=[O:17])[C:9]2[C:14](=[CH:15][C:6]3[CH2:5][CH2:4][CH:3]([N:2]([C:18]4[CH:19]=[CH:20][C:21]([C:24]([O:26][C:27]5[C:32]([F:33])=[C:31]([F:34])[C:30]([F:35])=[C:29]([F:36])[C:28]=5[F:37])=[O:25])=[N:22][CH:23]=4)[CH2:1][C:39]#[CH:40])[C:7]=3[CH:8]=2)[N:13]=1. Reported procedure: Using an analogous procedure to that described in section (5) of Example 6, 5-[N-((6RS)-2-methyl-4-oxo-3,4,7,8-tetrahydro-6H-cyclopenta[g]quinazolin-6-yl)-N-(prop-2-ynyl)]pyridine-2-carboxylic acid was reacted with pentafluorophenyl trifluoroacetate to give pentafluorophenyl 5-[N-((6RS)-2-methyl-4-oxo-3,4,7,8-tetrahydro-6H-cyclopenta[g]quinazolin-6-yl)-N-(prop-2-ynyl)amino]-pyridine-2-carboxylate as a foam. Starting materials: C1(=CC=CC=C1)C=1C=C(SC1C(F)(F)F)C(=O)Cl (4-phenyl-5-(trifluoromethyl)thiophene-2-carbonyl chloride), [F-].C(CCC)[N+](CCCC)(CCCC)CCCC (tetrabutylammonium fluoride), Example 3 ( 3b ), solution, Example 1 ( 1e ), [Si](C)(C)(C(C)(C)C)OCC1=CC(=CS1)C(N)=NO (5-({[t-butyl(dimethyl)silyl]oxy}methyl)-N′-hydroxythiophene-3-carboximidamide), C(C)(C)N(C(C)C)CC (N,N-diisopropylethylamine). Yields the product crude product, C1(=CC=CC=C1)C=1C=C(SC1C(F)(F)F)C1=NC(=NO1)C=1C=C(SC1)CO ((4-{5-[4-Phenyl-5-(trifluoromethyl)-2-thienyl]-1,2,4-oxadiazol-3-yl}-2-thienyl)methanol). RXN SMILES: [Si]([O:8][CH2:9][C:10]1[S:14][CH:13]=[C:12]([C:15](=[N:17][OH:18])[NH2:16])[CH:11]=1)(C(C)(C)C)(C)C.[C:19]1([C:25]2[CH:26]=[C:27]([C:34](Cl)=O)[S:28][C:29]=2[C:30]([F:33])([F:32])[F:31])[CH:24]=[CH:23][CH:22]=[CH:21][CH:20]=1.C(N(CC)C(C)C)(C)C.[F-].C([N+](CCCC)(CCCC)CCCC)CCC>>[C:19]1([C:25]2[CH:26]=[C:27]([C:34]3[O:18][N:17]=[C:15]([C:12]4[CH:11]=[C:10]([CH2:9][OH:8])[S:14][CH:13]=4)[N:16]=3)[S:28][C:29]=2[C:30]([F:33])([F:31])[F:32])[CH:20]=[CH:21][CH:22]=[CH:23][CH:24]=1 |f:3.4|. Procedure: The crude product of the title compound was synthesized by conducting the similar reaction to that mentioned in Example 1 (1e) using 5-({[t-butyl(dimethyl)silyl]oxy}methyl)-N′-hydroxythiophene-3-carboximidamide (0.43 g, 1.5 mmol) that was obtained in Example 3 (3b), 4-phenyl-5-(trifluoromethyl)thiophene-2-carbonyl chloride (0.52 g, 1.8 mmol), N,N-diisopropylethylamine (0.52 ml, 3.0 mmol), and a 1.0 M solution of tetrabutylammonium fluoride (3.0 ml, 3.0 mmol). Subsequently, the crude product of t... The reactants are [Cl-].[NH4+] (ammonium chloride), NC(C1=CC(=NC=C1)N1CCN(CC1)C(=O)OCC(C)(C)C)=NO (2,2-Dimethylpropyl 4-{4-[amino(hydroxyimino)methyl]pyridin-2-yl}-1-piperazinecarboxylate), C([C@@H](O)C)(=O)OC (methyl (S)-lactate), [H-].[Na+] (sodium hydride). Solvent: O1CCCC1 (tetrahydrofuran). Run at temperature 60 celsius, time 15 minute. The product is O[C@@H](C)C1=NC(=NO1)C1=CC(=NC=C1)N1CCN(CC1)C(=O)OCC(C)(C)C (2,2-dimethylpropyl 4-(4-[5-[(1S)-1-hydroxyethyl]-1,2,4-oxadiazol-3-yl]pyridin-2-yl)-1-piperazinecarboxylate). As a reaction SMILES: [NH2:1][C:2](=[N:23][OH:24])[C:3]1[CH:8]=[CH:7][N:6]=[C:5]([N:9]2[CH2:14][CH2:13][N:12]([C:15]([O:17][CH2:18][C:19]([CH3:22])([CH3:21])[CH3:20])=[O:16])[CH2:11][CH2:10]2)[CH:4]=1.[H-].[Na+].[C:27](OC)(=O)[C@H:28]([CH3:30])[OH:29].[Cl-].[NH4+]>O1CCCC1>[OH:29][C@H:28]([C:30]1[O:24][N:23]=[C:2]([C:3]2[CH:8]=[CH:7][N:6]=[C:5]([N:9]3[CH2:14][CH2:13][N:12]([C:15]([O:17][CH2:18][C:19]([CH3:20])([CH3:21])[CH3:22])=[O:16])[CH2:11][CH2:10]3)[CH:4]=2)[N:1]=1)[CH3:27] |f:1.2,4.5|. Reported procedure: 2,2-Dimethylpropyl 4-{4-[amino(hydroxyimino)methyl]pyridin-2-yl}-1-piperazinecarboxylate (657 mg) was dissolved in tetrahydrofuran (10 mL), oily sodium hydride (82.6 mg) was added thereto and stirred at 60° C. for 15 minutes, then methyl (S)-lactate (0.333 mL) was added thereto and heated under reflux for 1 hour. Aqueous saturated ammonium chloride solution was added to the reaction liquid, and extracted with ethyl acetate. The organic layer was washed with saturated saline water, and dried with... Product: COC1=NC=C(C=C1)N1N=C(N=C1C1=CC=C(C=C1)OC)C(F)(F)F (2-methoxy-5-[5-(4-methoxyphenyl)-3-(trifluoromethyl)-1H-1,2,4-triazol-1-yl]pyridine). Isolated yield 19.1%. Reagents/catalysts: CN(C1=CC=NC=C1)C (4-dimethylaminopyridine). Procedure details: A mixture of 2,2,2-trifluoro-N′-(6-methoxypyridin-3-yl)ethanehydrazonamide (0.2 g, 0.854 mmol), 4-methoxybenzoyl chloride (175 mg, 1.02 mmol), pyridine (0.083 mL, 1.02 mmol), and 4-dimethylaminopyridine (125 mg, 1.02 mmol) in dioxane (2 mL) was refluxed with stirring overnight. After cooling, the solvent was removed under reduced pressure. ethyl acetate-tetrahydrofuran (9:1) and water was poured into the residue and the organic layer was separated, washed with 0.1 N hydrochloric acid, water, and... Starting materials: FC(C(N)=NNC=1C=NC(=CC1)OC)(F)F (2,2,2-trifluoro-N′-(6-methoxypyridin-3-yl)ethanehydrazonamide), COC1=CC=C(C(=O)Cl)C=C1 (4-methoxybenzoyl chloride), N1=CC=CC=C1 (pyridine). Run at time 8 hour. As a reaction SMILES: [F:1][C:2]([F:16])([F:15])[C:3](=[N:5][NH:6][C:7]1[CH:8]=[N:9][C:10]([O:13][CH3:14])=[CH:11][CH:12]=1)[NH2:4].[CH3:17][O:18][C:19]1[CH:27]=[CH:26][C:22]([C:23](Cl)=O)=[CH:21][CH:20]=1.N1C=CC=CC=1>CN(C)C1C=CN=CC=1.O1CCOCC1>[CH3:14][O:13][C:10]1[CH:11]=[CH:12][C:7]([N:6]2[C:23]([C:22]3[CH:26]=[CH:27][C:19]([O:18][CH3:17])=[CH:20][CH:21]=3)=[N:4][C:3]([C:2]([F:1])([F:15])[F:16])=[N:5]2)=[CH:8][N:9]=1. Run in O1CCOCC1 (dioxane). Starting materials: solid, Cl.Cl.O1C=C(C=C2C1=CC=C2)C2N(CCCC2)CC[C@@H]2CC[C@H](CC2)N (trans-4-[2-(4-benzofuran-3-yl-piperidin-1-yl)-ethyl]-cyclohexylamine dihydrochloride), Cl.Cl.O1C=C(C=C2C1=CC=C2)C2N(CCCC2)CC[C@@H]2CC[C@H](CC2)N (trans-4-[2-(4-benzofuran-3-yl-piperidin-1-yl)-ethyl]-cyclohexylamine dihydrochloride), CC(CC(=O)O)C (3-methyl-butyric acid). Product: O1C=C(C=C2C1=CC=C2)C2N(CCCC2)CC[C@@H]2CC[C@H](CC2)NC(CC(C)C)=O (trans-N-{4-[2-(4-Benzofuran-3-yl-piperidin-1-yl)-ethyl]-cyclohexyl}-3-methyl-butyramide). As a reaction SMILES: Cl.Cl.[O:3]1[C:8]2=[CH:9][CH:10]=[CH:11][C:7]2=[CH:6][C:5]([CH:12]2[CH2:17][CH2:16][CH2:15][CH2:14][N:13]2[CH2:18][CH2:19][C@H:20]2[CH2:25][CH2:24][C@H:23]([NH2:26])[CH2:22][CH2:21]2)=[CH:4]1.[CH3:27][CH:28]([CH3:33])[CH2:29][C:30](O)=[O:31]>>[O:3]1[C:8]2=[CH:9][CH:10]=[CH:11][C:7]2=[CH:6][C:5]([CH:12]2[CH2:17][CH2:16][CH2:15][CH2:14][N:13]2[CH2:18][CH2:19][C@H:20]2[CH2:21][CH2:22][C@H:23]([NH:26][C:30](=[O:31])[CH2:29][CH:28]([CH3:33])[CH3:27])[CH2:24][CH2:25]2)=[CH:4]1 |f:0.1.2|. Procedure: The title compound, off-white solid (74 mg, 72%), MS (ISP) m/z=411.5 [(M+H)+], mp 182° C., was prepared in accordance with the general method of example 1 from trans-4-[2-(4-benzofuran-3-yl-piperidin-1-yl)-ethyl]-cyclohexylamine dihydrochloride (intermediate A) (100 mg, 0.25 mmol) and 3-methyl-butyric acid. Starting materials: CCC(=O)C1=CC(=CC(=C1)F)F (3,5-difluoropropiophenone), N1CCCC1 (pyrrolidine), CC1=NC(=C(C(=N1)Cl)[N+](=O)[O-])Cl (2-methyl-4,6-dichloro-5-nitropyrimidine), C(C)(C)N(C(C)C)CC (N,N-diisopropylethylamine), N1CCCCC1 (piperidine), Cl[Sn]Cl (SnCl2), Cl[Sn]Cl (SnCl2), FC=1C=C(C=C(C1)F)C(=CC)N1CCCC1 ((1-(3,5-difluorophenyl)prop-1-enyl) pyrrolidine), Cl (HCl), compound. The reagents and catalysts are Cl[Ti](Cl)(Cl)Cl (TiCl4). Run in CN(C)C=O (DMF), CCN(CC)CC (NEt3), CCOC(=O)C.CO (EtOAc MeOH). Run at temperature 140 celsius, time 16 hour. Product: O.Cl.FC=1C=C(C=C(C1)F)C1CC(CC(N1)C)C1=NC=C2C(N1)=C(C=N2)C (6-(3,5-Difluorophenyl)-2,7-dimethyl-4-piperidylpyrrolo[3,2-d]pyrimidine Hydrochloride Hydrate). Yield: 7.0%. As a reaction SMILES: FC1C=[C:4]([C:9]([N:12]2CCCC2)=[CH:10]C)C=C(F)C=1.[CH3:17][CH2:18][C:19]([C:21]1[CH:26]=[C:25]([F:27])[CH:24]=[C:23]([F:28])[CH:22]=1)=[O:20].N1C[CH2:32][CH2:31][CH2:30]1.C[C:35]1[N:40]=[C:39]([Cl:41])[C:38]([N+:42]([O-])=O)=[C:37](Cl)[N:36]=1.C(N(CC)C(C)C)(C)C.N1CCCCC1.Cl[Sn]Cl.Cl>CN(C=O)C.CCOC(C)=O.CO.Cl[Ti](Cl)(Cl)Cl.CCN(CC)CC>[OH2:20].[ClH:41].[F:28][C:23]1[CH:22]=[C:21]([CH:19]2[NH:12][CH:9]([CH3:10])[CH2:4][CH:17]([C:35]3[NH:40][C:39]4=[C:31]([CH3:32])[CH:30]=[N:42][C:38]4=[CH:37][N:36]=3)[CH2:18]2)[CH:26]=[C:25]([F:27])[CH:24]=1 |f:9.10,13.14.15|. Reported procedure: Using the method described in Example 30 by employing (1-(3,5-difluorophenyl)prop-1-enyl) pyrrolidine (freshly prepared before use from 3,5-difluoropropiophenone (Lancaster Chemical Company), pyrrolidine and TiCl4 (2.29 g, 10.3 mmol), 2-methyl-4,6-dichloro-5-nitropyrimidine (Example 76(b)) (2.10 g, 10.3 mmol), N,N-diisopropylethylamine (1.8 mL, 10.3 mmol), piperidine (1.6 mL, 16.4 mmol), NEt3 (1.6 mL) and SnCl2 (31 mL of a 2 M soln in DMF). In this example the SnCl2 solution was added to the rea... The reactants are C(C)(C)(C)OC(=O)N[C@@H](CCCCNC(=O)OCC1=CC=CC=C1)C(=O)O (Nα -tert.butoxycarbonyl-Nε -benzyloxycarbonyl-L-lysine), Cl.C(C)OC([C@@H](N)C)=O (L-alanine ethyl ester hydrochloride), C(C)N1CCOCC1 (N-ethylmorpholine), ClC(=O)OCC(C)C (isobutyl chloroformate), C(C)N1CCOCC1 (N-ethylmorpholine). The solvent is O1CCCC1 (tetrahydrofuran). Reaction conditions: temperature -20 celsius, time 4 hour. The product is C(C)OC([C@@H](NC([C@@H](NC(=O)OC(C)(C)C)CCCCNC(=O)OCC1=CC=CC=C1)=O)C)=O (Nα -tert.butoxycarbonyl-Nε -benzyloxycarbonyl-L-lysyl-L-alanine ethyl ester). Isolated yield 77.5%. RXN SMILES: [C:1]([O:5][C:6]([NH:8][C@H:9]([C:25]([OH:27])=O)[CH2:10][CH2:11][CH2:12][CH2:13][NH:14][C:15]([O:17][CH2:18][C:19]1[CH:24]=[CH:23][CH:22]=[CH:21][CH:20]=1)=[O:16])=[O:7])([CH3:4])([CH3:3])[CH3:2].ClC(OCC(C)C)=O.C(N1CCOCC1)C.Cl.[CH2:45]([O:47][C:48](=[O:52])[C@H:49]([CH3:51])[NH2:50])[CH3:46]>O1CCCC1>[CH2:45]([O:47][C:48](=[O:52])[C@H:49]([CH3:51])[NH:50][C:25](=[O:27])[C@H:9]([CH2:10][CH2:11][CH2:12][CH2:13][NH:14][C:15]([O:17][CH2:18][C:19]1[CH:20]=[CH:21][CH:22]=[CH:23][CH:24]=1)=[O:16])[NH:8][C:6]([O:5][C:1]([CH3:2])([CH3:3])[CH3:4])=[O:7])[CH3:46] |f:3.4|. Reported procedure: 13.3 g of Nα -tert.butoxycarbonyl-Nε -benzyloxycarbonyl-L-lysine were dissolved in 100 ml of tetrahydrofuran and the solution was cooled to -20° C. 4.58 ml of isobutyl chloroformate and 4.48 ml of N-ethylmorpholine were then added. After stirring at -20° C. for 2 minutes 5.37 g of L-alanine ethyl ester hydrochloride and 4.48 ml of N-ethylmorpholine were added and the mixture was allowed to come to room temperature, whereafter it was stirred for 4 hours. The solvent was removed by evaporation and... The reactants are Intermediate 6, NC(CC(=O)O)C1=CC(=C(C=C1)OC)OC (3-amino-3-(3,4-dimethoxy-phenyl)propionic acid), N[C@@H](CC1=CC=CC=C1)C(=O)O (L-phenylalanine). Product: COC([C@@H](N)CC1=CC=CC=C1)=O (L-phenylalanine methyl ester). Reaction SMILES: N[CH:2](C1C=CC(OC)=C(OC)C=1)CC(O)=O.[NH2:17][C@H:18]([C:26]([OH:28])=[O:27])[CH2:19][C:20]1[CH:25]=[CH:24][CH:23]=[CH:22][CH:21]=1>>[CH3:2][O:27][C:26](=[O:28])[C@H:18]([CH2:19][C:20]1[CH:25]=[CH:24][CH:23]=[CH:22][CH:21]=1)[NH2:17]. Reported procedure: The title compound was prepared following the method for preparing Intermediate 6 except that 3-amino-3-(3,4-dimethoxy-phenyl)propionic acid was substituted with L-phenylalanine MS (m/z): 180 [M+1]+ The reactants are C([O-])([O-])=O.[Na+].[Na+] (sodium carbonate), 1,5-bromo-3-iodo-1-tosyl-1H-pyrrolo[2,3-b]pyridine, FC1=CC=C(CN2N=CC(=C2)B2OC(C(O2)(C)C)(C)C)C=C1 (1-(4-fluorobenzyl)-4-(4,4,5,5-tetramethyl-1,3,2-dioxaborolan-2-yl)-1H-pyrazole), BrC=1C=C2C(=NC1)N(C=C2I)S(=O)(=O)C2=CC=C(C)C=C2 (5-Bromo-3-iodo-1-tosyl-1H-pyrrolo[2,3-b]pyridine), FC1=CC=C(CN2N=CC(=C2)B2OC(C(O2)(C)C)(C)C)C=C1 (1-(4-fluorobenzyl)-4-(4,4,5,5-tetramethyl-1,3,2-dioxaborolan-2-yl)-1H-pyrazole). Reagents/catalysts: C1=CC=C(C=C1)P(C2=CC=CC=C2)C3=CC=CC=C3.C1=CC=C(C=C1)P(C2=CC=CC=C2)C3=CC=CC=C3.Cl[Pd]Cl (bis(triphenylphosphine) palladium(ii)dichloride). Solvent: C1(=CC=CC=C1)C.C(C)O.O (toluene ethanol water). Yields the product BrC=1C=C2C(=NC1)N(C=C2C=2C=NN(C2)CC2=CC=C(C=C2)F)S(=O)(=O)C2=CC=C(C)C=C2 (5-bromo-3-(1-(4-fluorobenzyl)-1H-pyrazol-4-yl)-1-tosyl-1H-pyrrolo[2,3-b]pyridine). Isolated yield 38.9%. Reaction SMILES: [Br:1][C:2]1[CH:3]=[C:4]2[C:10](I)=[CH:9][N:8]([S:12]([C:15]3[CH:21]=[CH:20][C:18]([CH3:19])=[CH:17][CH:16]=3)(=[O:14])=[O:13])[C:5]2=[N:6][CH:7]=1.[F:22][C:23]1[CH:43]=[CH:42][C:26]([CH2:27][N:28]2[CH:32]=[C:31](B3OC(C)(C)C(C)(C)O3)[CH:30]=[N:29]2)=[CH:25][CH:24]=1.C(=O)([O-])[O-].[Na+].[Na+]>C1C=CC(P(C2C=CC=CC=2)C2C=CC=CC=2)=CC=1.C1C=CC(P(C2C=CC=CC=2)C2C=CC=CC=2)=CC=1.Cl[Pd]Cl.C1(C)C=CC=CC=1.C(O)C.O>[Br:1][C:2]1[CH:3]=[C:4]2[C:10]([C:31]3[CH:30]=[N:29][N:28]([CH2:27][C:26]4[CH:42]=[CH:43][C:23]([F:22])=[CH:24][CH:25]=4)[CH:32]=3)=[CH:9][N:8]([S:12]([C:15]3[CH:21]=[CH:20][C:18]([CH3:19])=[CH:17][CH:16]=3)(=[O:14])=[O:13])[C:5]2=[N:6][CH:7]=1 |f:2.3.4,5.6.7,8.9.10|. Reported procedure: Using similar reaction conditions as described in step-i of example-1,5-bromo-3-iodo-1-tosyl-1H-pyrrolo[2,3-b]pyridine (Intermediate 1) (700 mg, 1.46 mmol) was coupled with 1-(4-fluorobenzyl)-4-(4,4,5,5-tetramethyl-1,3,2-dioxaborolan-2-yl)-1H-pyrazole (intermediate 7) (554 mg, 1.83 mmol) in sodium carbonate (466 mg, 4.4 mmol), bis(triphenylphosphine) palladium(ii)dichloride (51 mg, 0.073 mmol) and toluene/ethanol/water (20/8/2 ml) to afford 300 mg (38.9% yield) of the pure product after column p... The reactants are [H-].[Na+] (sodium hydride), [Si](C1=CC=CC=C1)(C1=CC=CC=C1)(C(C)(C)C)OC[C@@H](CN1C(=NC=C1)CO)O ((2R)-1-[tert-butyl(diphenyl)silyl]oxy-3-[2-(hydroxymethyl)imidazol-1-yl]propan-2-ol), [Si](C1=CC=CC=C1)(C1=CC=CC=C1)(C(C)(C)C)OC[C@@H](CN1C(=NC=C1)CO)O ((2R)-1-[tert-butyl(diphenyl)silyl]oxy-3-[2-(hydroxymethyl)imidazol-1-yl]propan-2-ol), O1CCCC1 (tetrahydrofuran), C([O-])(O)=O.[Na+] (sodium bicarbonate). Solvent: ClCCl (dichloromethane). Conditions: temperature -78 celsius, time 1 hour. Product: C(C)(C)(C)[Si](C1=CC=CC=C1)(C1=CC=CC=C1)OC[C@H]1CN2C(CO1)=NC=C2 (tert-butyl-[[(6R)-6,8-dihydro-5H-imidazo[2,1-c][1,4]oxazin-6-yl]methoxy]-diphenyl-silane). RXN SMILES: [Si:1]([O:18][CH2:19][C@H:20](O)[CH2:21][N:22]1[CH:26]=[CH:25][N:24]=[C:23]1[CH2:27][OH:28])([C:14]([CH3:17])([CH3:16])[CH3:15])([C:8]1[CH:13]=[CH:12][CH:11]=[CH:10][CH:9]=1)[C:2]1[CH:7]=[CH:6][CH:5]=[CH:4][CH:3]=1.O1CCCC1.[H-].[Na+].C(=O)(O)[O-].[Na+]>ClCCl>[C:14]([Si:1]([O:18][CH2:19][C@@H:20]1[O:28][CH2:27][C:23]2=[N:24][CH:25]=[CH:26][N:22]2[CH2:21]1)([C:8]1[CH:9]=[CH:10][CH:11]=[CH:12][CH:13]=1)[C:2]1[CH:3]=[CH:4][CH:5]=[CH:6][CH:7]=1)([CH3:17])([CH3:15])[CH3:16] |f:2.3,4.5|. Procedure details: Separately, prepare a −78° C. solution of (2R)-1-[tert-butyl(diphenyl)silyl]oxy-3-[2-(hydroxymethyl)imidazol-1-yl]propan-2-ol (5.3 g; 1.0 equiv; 12.91 mmoles) in dichloromethane (25 mL). Add the in situ prepared iodinating reagent dropwise to the solution of (2R)-1-[tert-butyl(diphenyl)silyl]oxy-3-[2-(hydroxymethyl)imidazol-1-yl]propan-2-ol, with the orange color quickly fading to nearly colorless. Maintain the solution at −78° C. for 30 minutes, then allow it to warm to 0° C. and maintain for 1...